This data is from the Open Reaction Database (ORD), a public repository of structured organic reaction records. The task is: describe an organic reaction: reactants, conditions, products, and yield Reactants: C(C)OC(=O)N=C1SC(CN1C1=CC(=CC=C1)C(F)(F)F)=C (2-ethoxycarbonylimino-3-(3-trifluoromethylphenyl)-5-methylenethiazolidine), C[O-].[Na+] (sodium methoxide). The solvent is C(C)O (ethanol). Procedure details: A solution of 2-ethoxycarbonylimino-3-(3-trifluoromethylphenyl)-5-methylenethiazolidine (2.0 g) and sodium methoxide (28 % methanolic solution; 1.2 g) in ethanol (50 ml) was refluxed for 30 minutes. After removal of the solvent under reduced pressure, the concentrated residue was extracted with chlorofom (200 ml), washed with water and dried over anhydrous magnesium sulfate. The solvent was removed under reduced pressure, and the residue was subjected to column chromatography to give 1.6 g of 2-... Yields the product C(C)OC(=O)N=C1SC(=CN1C1=CC(=CC=C1)C(F)(F)F)C (2-ethoxycarbonylimino-3-(3-trifluoromethylphenyl) 5-methylthiazoline). Yield: 80.0%. As a reaction SMILES: [CH2:1]([O:3][C:4]([N:6]=[C:7]1[N:11]([C:12]2[CH:17]=[CH:16][CH:15]=[C:14]([C:18]([F:21])([F:20])[F:19])[CH:13]=2)[CH2:10][C:9](=[CH2:22])[S:8]1)=[O:5])[CH3:2].C[O-].[Na+]>C(O)C>[CH2:1]([O:3][C:4]([N:6]=[C:7]1[N:11]([C:12]2[CH:17]=[CH:16][CH:15]=[C:14]([C:18]([F:20])([F:21])[F:19])[CH:13]=2)[CH:10]=[C:9]([CH3:22])[S:8]1)=[O:5])[CH3:2] |f:1.2|. The reactants are O=C1NN=C2N1C1=C(C(=NC2OC(C)=O)C2=C(C=CC=C2)Cl)N=C(C=C1)Cl (1-keto-4-acetoxy-6-(o-chlorophenyl)-8-chloro-1,2-dihydro-4H-s-triazolo-(4,3-a)-pyrido-(2,3-f)-(1,4)-diazepine), C(CC)O (n-propanol), C(CC)O (n-propanol), [OH-].[K+] (potassium hydroxide), C(C)(=O)O (acetic acid). Solvent: O (water). Run at time 15 minute. Product: O=C1NN=C2N1C1=C(C(=NC2O)C2=C(C=CC=C2)Cl)N=C(C=C1)Cl (1-keto-4-hydroxy-6-(o-chlorophenyl)-8-chloro-1,2-dihydro-4H-s-triazolo-(4,3-a)-pyrido-(2,3-f)-(1,4)-diazepine). As a reaction SMILES: [O:1]=[C:2]1[N:6]2[C:7]3[CH:26]=[CH:25][C:24]([Cl:27])=[N:23][C:8]=3[C:9]([C:16]3[CH:21]=[CH:20][CH:19]=[CH:18][C:17]=3[Cl:22])=[N:10][CH:11]([O:12]C(=O)C)[C:5]2=[N:4][NH:3]1.C(O)CC.[OH-].[K+].C(O)(=O)C>O>[O:1]=[C:2]1[N:6]2[C:7]3[CH:26]=[CH:25][C:24]([Cl:27])=[N:23][C:8]=3[C:9]([C:16]3[CH:21]=[CH:20][CH:19]=[CH:18][C:17]=3[Cl:22])=[N:10][CH:11]([OH:12])[C:5]2=[N:4][NH:3]1 |f:2.3|. Reported procedure: 9 grams of 1-keto-4-acetoxy-6-(o-chlorophenyl)-8-chloro-1,2-dihydro-4H-s-triazolo-(4,3-a)-pyrido-(2,3-f)-(1,4)-diazepine were stirred with 60 ml. of n-propanol and a mixture of 10 grams of powdered potassium hydroxide and 100 ml. of n-propanol added. The mixture was stirred for 15 minutes at room temperature. Then it was acidified with glacial acetic acid and 600 ml. of water added. The reaction product crystallized out. It was filtered off with suction and then washed with water. The product ca... The reactants are C(C)(C)(C)OC(=O)N1CCC2=C(CC1)C(=C(C=C2)Cl)O (3-tert-butoxycarbonyl-7-chloro-6-hydroxy-2,3,4,5-tetrahydro-1H-benzo[d]azepine), FC1=CC=C(CBr)C=C1 (4-fluorobenzyl bromide), [H-].[Na+] (sodium hydride). Solvent: CN(C)C=O (DMF), CN(C)C=O (DMF), CN(C)C=O (DMF). Reaction conditions: temperature 65 celsius, time 1 hour. Yields the product C(C)(C)(C)OC(=O)N1CCC2=C(CC1)C(=C(C=C2)Cl)OCC2=CC=C(C=C2)F (3-tert-butoxycarbonyl-7-chloro-6-(4-fluorobenzyloxy)-2,3,4,5-tetrahydro-1H-benzo[d]azepine). As a reaction SMILES: [H-].[Na+].[C:3]([O:7][C:8]([N:10]1[CH2:16][CH2:15][C:14]2[C:17]([OH:22])=[C:18]([Cl:21])[CH:19]=[CH:20][C:13]=2[CH2:12][CH2:11]1)=[O:9])([CH3:6])([CH3:5])[CH3:4].[F:23][C:24]1[CH:31]=[CH:30][C:27]([CH2:28]Br)=[CH:26][CH:25]=1>CN(C=O)C>[C:3]([O:7][C:8]([N:10]1[CH2:16][CH2:15][C:14]2[C:17]([O:22][CH2:28][C:27]3[CH:30]=[CH:31][C:24]([F:23])=[CH:25][CH:26]=3)=[C:18]([Cl:21])[CH:19]=[CH:20][C:13]=2[CH2:12][CH2:11]1)=[O:9])([CH3:6])([CH3:4])[CH3:5] |f:0.1|. Reported procedure: Prepare a slurry of sodium hydride (60% in mineral oil; 99 mg, 2.5 mmol) in DMF (4 mL) and heat to 65° C. Add a solution of 3-tert-butoxycarbonyl-7-chloro-6-hydroxy-2,3,4,5-tetrahydro-1H-benzo[d]azepine (250 mg, 0.84 mmol) in DMF (5 mL) dropwise and stir for 1 h. Add a solution of 4-fluorobenzyl bromide (191 mg, 1.0 mmol) in DMF (1 mL), stir at 65° C. for 1.5 h and cool to ambient temperature. Add water (1 mL) and concentrate the mixture to an oily residue. Partition the residue between EtOAc/he...